From a dataset of the Open Reaction Database (ORD), a public repository of structured organic reaction records. describe an organic reaction: reactants, conditions, products, and yield Reactants: CCOC(=O)N1c2cc(CBr)c(CBr)cc2C(N(Cc2cc(C(F)(F)F)cc(C(F)(F)F)c2)C(=O)OC)CC1C, CCCC[N+](CCCC)(CCCC)Cc1ccccc1, CCOC(C)=O, [Cl-], [Na+], [OH-], c1ccccc1. Product: CCOC(=O)N1c2cc3c(cc2C(N(Cc2cc(C(F)(F)F)cc(C(F)(F)F)c2)C(=O)OC)CC1C)COC3. As a reaction SMILES: [CH2:1]([CH3:2])[O:3][C:4](=[O:5])[N:6]1[CH:7]([CH3:40])[CH2:8][CH:9]([N:20]([C:21](=[O:22])[O:23][CH3:24])[CH2:25][c:26]2[cH:27][c:28]([C:36]([F:37])([F:38])[F:39])[cH:29][c:30]([C:32]([F:33])([F:34])[F:35])[cH:31]2)[c:10]2[cH:11][c:12]([CH2:18][Br:17])[c:13]([CH2:16][Br:19])[cH:14][c:15]21.[CH2:50]([N+:51]([CH2:52][CH2:53][CH2:54][CH3:55])([CH2:56][CH2:57][CH2:58][CH3:59])[CH2:60][CH2:61][CH2:62][CH3:63])[c:64]1[cH:65][cH:66][cH:67][cH:68][cH:69]1.[CH3:70][CH2:71][O:72][C:73](=[O:74])[CH3:75].[Cl-:49].[Na+:42].[OH-:41].[cH:43]1[cH:44][cH:45][cH:46][cH:47][cH:48]1>>[CH2:1]([CH3:2])[O:3][C:4](=[O:5])[N:6]1[CH:7]([CH3:40])[CH2:8][CH:9]([N:20]([C:21](=[O:22])[O:23][CH3:24])[CH2:25][c:26]2[cH:27][c:28]([C:36]([F:37])([F:38])[F:39])[cH:29][c:30]([C:32]([F:33])([F:34])[F:35])[cH:31]2)[c:10]2[cH:11][c:12]3[c:13]([cH:14][c:15]21)[CH2:16][O:41][CH2:18]3. Starting materials: O=C(O)COCCc1ccc(Cl)cc1, [LiH]. Product: OCCOCCc1ccc(Cl)cc1. Reaction SMILES: [Cl:1][c:2]1[cH:3][cH:4][c:5]([CH2:8][CH2:9][O:10][CH2:11][C:12](=[O:13])[OH:14])[cH:6][cH:7]1.[LiH:15]>>[Cl:1][c:2]1[cH:3][cH:4][c:5]([CH2:8][CH2:9][O:10][CH2:11][CH2:12][OH:13])[cH:6][cH:7]1. Reactants: O(C1=CC=CC=C1)C1=CC=C(C=O)C=C1 (4-phenoxybenzaldehyde), S1C(=S)NC(=O)C1 (rhodanine), C(C)(=O)[O-].[Na+] (sodium acetate), C(C)(=O)O (acetic acid). The solvent is O (water). Product: O(C1=CC=CC=C1)C1=CC=C(C=C1)C=C1C(NC(S1)=S)=O (5-[(4-phenoxyphenyl)methylene]-2-thioxo-4-thiazolidinone). The yield is 54.9%. As a reaction SMILES: [O:1]([C:8]1[CH:15]=[CH:14][C:11]([CH:12]=O)=[CH:10][CH:9]=1)[C:2]1[CH:7]=[CH:6][CH:5]=[CH:4][CH:3]=1.[S:16]1[CH2:22][C:20](=[O:21])[NH:19][C:17]1=[S:18].C([O-])(=O)C.[Na+].C(O)(=O)C>O>[O:1]([C:8]1[CH:15]=[CH:14][C:11]([CH:12]=[C:22]2[S:16][C:17](=[S:18])[NH:19][C:20]2=[O:21])=[CH:10][CH:9]=1)[C:2]1[CH:7]=[CH:6][CH:5]=[CH:4][CH:3]=1 |f:2.3|. Reported procedure: A mixture of 9.9 g (50.0 mmol) of 4-phenoxybenzaldehyde, 6.8 g (51.1 mmol) of rhodanine, 15.5 g of sodium acetate and 60 ml of acetic acid was heated on a steam bath for two hours. The reaction solution was then poured into water causing crude product to precipitate. The precipitate was filtered and then washed successively with water followed by diethyl ether to provide 8.6 g of title product, m.p. 195°-200° C.